From a dataset of the Open Reaction Database (ORD), a public repository of structured organic reaction records. describe an organic reaction: reactants, conditions, products, and yield Yields the product CC1CC=C(C1)C#CC1=NC=CC=C1 (2-[(4-methyl-1-cyclopenten-1-yl)ethynyl]pyridine), CC1C=C(CC1)C#CC1=NC=CC=C1 (2-[(3-methyl-1-cyclopenten-1-yl)ethynyl]pyridine). Procedure: Reactants: 2-ethynylpyridine (620 mg, 6.0 mmol), 3-methylcyclopentanone (0.64 mL, 6.0 mmol); yields 2-[(4-methyl-1-cyclopenten-1-yl)ethynyl]pyridine and 2-[(3-methyl-1-cyclopenten-1-yl)ethynyl]pyridine (1:1) as a transparent oil (200 mg, 18% overall yield), as mixture of regio- and stereoisomers. 1H NMR (CDCl3, 300 MHz) Δ8.56 (m, 1H), 7.64 (m, 1H), 7.44 (m, 1H), 7.20 (m, 1H), 6.19 (m, 0.5H), 6.18 (m, 0.5H), 2.90 (m, 0.5H), 2.70 (m, 2.5H), 2.21 (m, 2H), 1.48 (m, 0.5H), 1.08 (app d, J=7.5 Hz, 3H).... Starting materials: C(#C)C1=NC=CC=C1 (2-ethynylpyridine), CC1CC(CC1)=O (3-methylcyclopentanone). As a reaction SMILES: [C:1]([C:3]1[CH:8]=[CH:7][CH:6]=[CH:5][N:4]=1)#[CH:2].[CH3:9][CH:10]1[CH2:14][CH2:13][C:12](=O)[CH2:11]1>>[CH3:9][CH:10]1[CH2:14][C:13]([C:2]#[C:1][C:3]2[CH:8]=[CH:7][CH:6]=[CH:5][N:4]=2)=[CH:12][CH2:11]1.[CH3:9][CH:10]1[CH2:14][CH2:13][C:12]([C:2]#[C:1][C:3]2[CH:8]=[CH:7][CH:6]=[CH:5][N:4]=2)=[CH:11]1. Reactants: CO, COC(=O)c1ccc(I)c([N+](=O)[O-])c1, N. Yields the product NC(=O)c1ccc(I)c([N+](=O)[O-])c1. RXN SMILES: [CH3:16][OH:17].[CH3:1][O:2][C:3]([c:4]1[cH:5][c:6]([N+:11](=[O:12])[O-:13])[c:7]([I:10])[cH:8][cH:9]1)=[O:14].[NH3:15]>>[O:2]=[C:3]([c:4]1[cH:5][c:6]([N+:11](=[O:12])[O-:13])[c:7]([I:10])[cH:8][cH:9]1)[NH2:15]. Yields the product C(C)OC=1C=C(C(=O)O)C=C(C1C=1C=NN(C1)C)OC (3-Ethoxy-5-methoxy-4-(1-methyl-1H-pyrazol-4-yl)benzoic acid). Reaction SMILES: [CH2:1]([O:3][C:4]1[CH:5]=[C:6]([CH:11]=[C:12]([O:20][CH3:21])[C:13]=1[C:14]1[CH:15]=[N:16][N:17]([CH3:19])[CH:18]=1)[C:7]([O:9]C)=[O:8])[CH3:2].Cl>CO.C1COCC1.[OH-].[Na+]>[CH2:1]([O:3][C:4]1[CH:5]=[C:6]([CH:11]=[C:12]([O:20][CH3:21])[C:13]=1[C:14]1[CH:15]=[N:16][N:17]([CH3:19])[CH:18]=1)[C:7]([OH:9])=[O:8])[CH3:2] |f:2.3,4.5|. Reported procedure: Methyl 3-ethoxy-5-methoxy-4-(1-methyl-1H-pyrazol-4-yl)benzoate (157 mg) was dissolved in a mixed solvent of methanol/THF (9 mL, 1/2), and aqueous 1 M NaOH solution (2.1 mL) was added to it and stirred at room temperature for 5 hours. Aqueous 1 M HCl solution (2.1 mL) was added to it, and the solvent was concentrated under reduced pressure. The obtained solid was removed through filtration, washed with water and ether, and dried under reduced pressure to obtain the title compound as a white solid... The reactants are C(C)OC=1C=C(C(=O)OC)C=C(C1C=1C=NN(C1)C)OC (Methyl 3-ethoxy-5-methoxy-4-(1-methyl-1H-pyrazol-4-yl)benzoate), Cl (HCl). Run in CO.C1CCOC1 (methanol THF), [OH-].[Na+] (NaOH). Conditions: time 5 hour. Starting materials: O=C(Cl)Oc1ccc([N+](=O)[O-])cc1, Cl, O, c1ccncc1, COC(=O)C(O)CCCc1ccc(OCc2nc(-c3ccco3)oc2C)c(OC)c1. Product: COC(=O)C(CCCc1ccc(OCc2nc(-c3ccco3)oc2C)c(OC)c1)OC(=O)Oc1ccc([N+](=O)[O-])cc1. Reaction SMILES: [Cl:31][C:32](=[O:33])[O:34][c:35]1[cH:36][cH:37][c:38]([N+:41](=[O:42])[O-:43])[cH:39][cH:40]1.[ClH:45].[OH2:44].[cH:46]1[cH:47][cH:48][n:49][cH:50][cH:51]1.[o:1]1[c:2](-[c:6]2[o:7][c:8]([CH3:30])[c:9]([CH2:11][O:12][c:13]3[c:14]([O:28][CH3:29])[cH:15][c:16]([CH2:19][CH2:20][CH2:21][CH:22]([C:23](=[O:24])[O:25][CH3:26])[OH:27])[cH:17][cH:18]3)[n:10]2)[cH:3][cH:4][cH:5]1>>[o:1]1[c:2](-[c:6]2[o:7][c:8]([CH3:30])[c:9]([CH2:11][O:12][c:13]3[c:14]([O:28][CH3:29])[cH:15][c:16]([CH2:19][CH2:20][CH2:21][CH:22]([C:23](=[O:24])[O:25][CH3:26])[O:27][C:32](=[O:33])[O:34][c:35]4[cH:36][cH:37][c:38]([N+:41](=[O:42])[O-:43])[cH:39][cH:40]4)[cH:17][cH:18]3)[n:10]2)[cH:3][cH:4][cH:5]1. The reactants are B, CSC, CC1(C(=O)O)CCC(=O)O1, C1CCOC1, O. Product: CC1(CO)CCC(=O)O1. RXN SMILES: [BH3:19].[CH3:16][S:17][CH3:18].[CH3:1][C:2]1([C:8](=[O:9])[OH:10])[O:3][C:4](=[O:7])[CH2:5][CH2:6]1.[O:11]1[CH2:12][CH2:13][CH2:14][CH2:15]1.[OH2:20]>>[CH3:1][C:2]1([CH2:8][OH:9])[O:3][C:4](=[O:7])[CH2:5][CH2:6]1. The reactants are ClC1=C(C(C2=CC=CC=C2)(O)C#C)C=CC(=C1)Cl (2,4-dichloro-α-ethynyl-benzhydrol). Reagents/catalysts: [Pd] (palladium-on-carbon). The product is ClC1=C(C(C2=CC=CC=C2)(O)CC)C=CC(=C1)Cl (2,4-di-chloro-α-ethyl-benzhydrol). RXN SMILES: [Cl:1][C:2]1[CH:17]=[C:16]([Cl:18])[CH:15]=[CH:14][C:3]=1[C:4]([C:12]#[CH:13])([OH:11])[C:5]1[CH:10]=[CH:9][CH:8]=[CH:7][CH:6]=1>[Pd]>[Cl:1][C:2]1[CH:17]=[C:16]([Cl:18])[CH:15]=[CH:14][C:3]=1[C:4]([CH2:12][CH3:13])([OH:11])[C:5]1[CH:6]=[CH:7][CH:8]=[CH:9][CH:10]=1. Reported procedure: 0.48 g. of 10% palladium-on-carbon catalyst are added to a solution of 19.4 g. of 2,4-dichloro-α-ethynyl-benzhydrol in 200 ml. of benzene, and the mixture is hydrogenated until the absorption of the calculated amount of hydrogen (about 60 minutes). Thereafter the catalyst is removed by filtration, and the solvent is evaporated. The obtained 16.1 g. of crude product is distilled in vacuo, to yield pure 2,4-di-chloro-α-ethyl-benzhydrol, b.p.: 136°-138° C./0.1 mmHg.